From a dataset of the Open Reaction Database (ORD), a public repository of structured organic reaction records. describe an organic reaction: reactants, conditions, products, and yield Starting materials: Br.C(C1=CC=CC=C1)SC(=N)C=1OC=CC1 (Furan-2-carboximidothioic acid benzyl ester hydrobromide), C(C)OC1=CC=C(CC2=NC3=C(N2CCN(CC)CC)C=CC(=C3)[N+](=O)[O-])C=C1 ({2-[2-(4-Ethoxy-benzyl)-5-nitro-benzoimidazol-1-yl]-ethyl}-diethyl-amine), amine. Solvent: C(C)OCC (diethyl ether). Run at time 19.5 hour. Product: solid 13, C(C)N(CCN1C(=NC2=C1C=CC(=C2)NC(=N)C=2OC=CC2)CC2=CC=C(C=C2)OCC)CC (N-(1-(2-(diethylamino)ethyl)-2-(4-ethoxybenzyl)-1H-benzo[d]imidazol-5-yl)-furan-2-carboximidamide). Reaction SMILES: [CH2:1]([O:3][C:4]1[CH:29]=[CH:28][C:7]([CH2:8][C:9]2[N:13]([CH2:14][CH2:15][N:16]([CH2:19][CH3:20])[CH2:17][CH3:18])[C:12]3[CH:21]=[CH:22][C:23]([N+:25]([O-])=O)=[CH:24][C:11]=3[N:10]=2)=[CH:6][CH:5]=1)[CH3:2].Br.C(S[C:39]([C:41]1[O:42][CH:43]=[CH:44][CH:45]=1)=[NH:40])C1C=CC=CC=1>C(OCC)C>[CH2:17]([N:16]([CH2:19][CH3:20])[CH2:15][CH2:14][N:13]1[C:12]2[CH:21]=[CH:22][C:23]([NH:25][C:39]([C:41]3[O:42][CH:43]=[CH:44][CH:45]=3)=[NH:40])=[CH:24][C:11]=2[N:10]=[C:9]1[CH2:8][C:7]1[CH:28]=[CH:29][C:4]([O:3][CH2:1][CH3:2])=[CH:5][CH:6]=1)[CH3:18] |f:1.2|. Reported procedure: {2-[2-(4-Ethoxy-benzyl)-5-nitro-benzoimidazol-1-yl]-ethyl}-diethyl-amine 7a (108 mg, 0.272 mmol) was reduced to the amine 8a as outlined above and the resulting ethanolic solution charged to a small, argon purged flask fitted with a magnetic stirbar. Furan-2-carboximidothioic acid benzyl ester hydrobromide 9c (168 mg, 0.564 mmol) is added to the flask and the reaction was stirred under Ar at ambient temperature for 19.5 hours. The solution was diluted with diethyl ether (100 mL) and cooled in an... Reactants: CCCCO, CS(=O)(=O)O, O, C=CC(=O)O. Product: C=CC(=O)OCCCC. RXN SMILES: [CH2:1]([CH2:2][CH2:3][CH3:4])[OH:5].[CH3:11][S:12](=[O:13])(=[O:14])[OH:15].[OH2:16].[OH:6][C:7](=[O:8])[CH:9]=[CH2:10]>>[CH2:1]([CH2:2][CH2:3][CH3:4])[O:5][C:7](=[O:6])[CH:9]=[CH2:10].